This data is from the Open Reaction Database (ORD), a public repository of structured organic reaction records. The task is: describe an organic reaction: reactants, conditions, products, and yield Starting materials: Nc1cccc(Br)c1, CC(C)O, O=[N+]([O-])c1ccc2ncnc(Cl)c2c1. The product is O=[N+]([O-])c1ccc2ncnc(Nc3cccc(Br)c3)c2c1. RXN SMILES: [Br:1][c:2]1[cH:3][c:4]([NH2:5])[cH:6][cH:7][cH:8]1.[CH:23]([OH:24])([CH3:25])[CH3:26].[Cl:9][c:10]1[n:11][cH:12][n:13][c:14]2[cH:15][cH:16][c:17]([N+:20](=[O:21])[O-:22])[cH:18][c:19]12>>[Br:1][c:2]1[cH:3][c:4]([NH:5][c:10]2[n:11][cH:12][n:13][c:14]3[cH:15][cH:16][c:17]([N+:20](=[O:21])[O-:22])[cH:18][c:19]23)[cH:6][cH:7][cH:8]1. The reactants are [H-].[Na+] (sodium hydride), COC(C(C1=CC=C(C=C1)O)=O)=O (4-hydroxy-alpha-oxobenzeneacetic acid methyl ester), CS(=O)(=O)OCCOC1=CC=2CCCCC2C=C1 (2-(5,6,7,8-tetrahydro-2-naphthalenyloxy)ethyl methanesulfonate). The reagents and catalysts are C(C)(=O)O (acetic acid). Solvent: CN(C=O)C (dimethylformamide). Reaction conditions: temperature 60 celsius, time 15 minute. The product is COC(C(C1=CC=C(C=C1)OCCOC1=CC=2CCCCC2C=C1)=O)=O (ALPHA-OXO-4-[[2-(5,6,7,8-TETRAHYDRO-2-NAPHTHALENYLOXY)ETHYL]OXY]BENZENEACETIC ACID METHYL ESTER). RXN SMILES: [CH3:1][O:2][C:3](=[O:13])[C:4](=[O:12])[C:5]1[CH:10]=[CH:9][C:8]([OH:11])=[CH:7][CH:6]=1.[H-].[Na+].CS(O[CH2:21][CH2:22][O:23][C:24]1[CH:33]=[CH:32][C:31]2[CH2:30][CH2:29][CH2:28][CH2:27][C:26]=2[CH:25]=1)(=O)=O>CN(C)C=O.C(O)(=O)C>[CH3:1][O:2][C:3](=[O:13])[C:4](=[O:12])[C:5]1[CH:10]=[CH:9][C:8]([O:11][CH2:21][CH2:22][O:23][C:24]2[CH:33]=[CH:32][C:31]3[CH2:30][CH2:29][CH2:28][CH2:27][C:26]=3[CH:25]=2)=[CH:7][CH:6]=1 |f:1.2|. Reported procedure: A stirred mixture of 4-hydroxy-alpha-oxobenzeneacetic acid methyl ester (0.724 g) in dimethylformamide (10 mL) under argon was treated with 55% sodium hydride (0.175 g), stirred for 15 minutes and treated with 2-(5,6,7,8-tetrahydro-2-naphthalenyloxy)ethyl methanesulfonate (1.08 g). The mixture was heated under argon at 60° C. overnight. The cooled mixture was treated with glacial acetic acid (2 drops) and the volatiles were removed under vacuum. The residue was mixed with water and extracted wit... Starting materials: CCC1(CO)COC1, CN(C)c1ccncc1, Cc1ccc(S(=O)(=O)Cl)cc1, ClCCl. Product: CCC1(COS(=O)(=O)c2ccc(C)cc2)COC1. As a reaction SMILES: [CH2:1]([CH3:2])[C:3]1([CH2:7][OH:8])[CH2:4][O:5][CH2:6]1.[CH3:20][N:21]([c:22]1[cH:23][cH:24][n:25][cH:26][cH:27]1)[CH3:28].[CH3:9][c:10]1[cH:11][cH:12][c:13]([S:16](=[O:17])(=[O:18])[Cl:19])[cH:14][cH:15]1.[Cl:29][CH2:30][Cl:31]>>[CH2:1]([CH3:2])[C:3]1([CH2:7][O:8][S:16]([c:13]2[cH:12][cH:11][c:10]([CH3:9])[cH:15][cH:14]2)(=[O:17])=[O:18])[CH2:4][O:5][CH2:6]1.